Dataset: the Open Reaction Database (ORD), a public repository of structured organic reaction records. Task: describe an organic reaction: reactants, conditions, products, and yield Reactants: CCCC[Sn](CCCC)(CCCC)c1nc(C)nc(SC)n1, [Cs+], [Cu]I, [F-], COc1ccc(Nc2nc(OC)ncc2I)cn1, C1COCCO1, O, c1ccc(P(c2ccccc2)(c2ccccc2)[Pd](P(c2ccccc2)(c2ccccc2)c2ccccc2)(P(c2ccccc2)(c2ccccc2)c2ccccc2)P(c2ccccc2)(c2ccccc2)c2ccccc2)cc1. The product is COc1ccc(Nc2nc(OC)ncc2-c2nc(C)nc(SC)n2)cn1. Reaction SMILES: [CH3:19][c:20]1[n:21][c:22]([Sn:28]([CH2:29][CH2:30][CH2:31][CH3:32])([CH2:33][CH2:34][CH2:35][CH3:36])[CH2:37][CH2:38][CH2:39][CH3:40])[n:23][c:24]([S:26][CH3:27])[n:25]1.[Cs+:42].[Cu:50][I:51].[F-:41].[I:1][c:2]1[c:3]([NH:10][c:11]2[cH:12][n:13][c:14]([O:17][CH3:18])[cH:15][cH:16]2)[n:4][c:5]([O:8][CH3:9])[n:6][cH:7]1.[O:43]1[CH2:44][CH2:45][O:46][CH2:47][CH2:48]1.[OH2:49].[cH:52]1[cH:53][cH:54][c:55]([P:56]([Pd:57]([P:58]([c:59]2[cH:60][cH:61][cH:62][cH:63][cH:64]2)([c:65]2[cH:66][cH:67][cH:68][cH:69][cH:70]2)[c:71]2[cH:72][cH:73][cH:74][cH:75][cH:76]2)([P:77]([c:78]2[cH:79][cH:80][cH:81][cH:82][cH:83]2)([c:84]2[cH:85][cH:86][cH:87][cH:88][cH:89]2)[c:90]2[cH:91][cH:92][cH:93][cH:94][cH:95]2)[P:96]([c:97]2[cH:98][cH:99][cH:100][cH:101][cH:102]2)([c:103]2[cH:104][cH:105][cH:106][cH:107][cH:108]2)[c:109]2[cH:110][cH:111][cH:112][cH:113][cH:114]2)([c:115]2[cH:116][cH:117][cH:118][cH:119][cH:120]2)[c:121]2[cH:122][cH:123][cH:124][cH:125][cH:126]2)[cH:127][cH:128]1>>[c:2]1(-[c:22]2[n:21][c:20]([CH3:19])[n:25][c:24]([S:26][CH3:27])[n:23]2)[c:3]([NH:10][c:11]2[cH:12][n:13][c:14]([O:17][CH3:18])[cH:15][cH:16]2)[n:4][c:5]([O:8][CH3:9])[n:6][cH:7]1. Yields the product CCNc1cccnc1N1CCN(C(=O)c2cc(C)c(OC)c(C)c2)CC1. As a reaction SMILES: [C:14]([n:15]1[cH:16][cH:17][n:18][cH:19]1)([n:20]1[cH:21][cH:22][n:23][cH:24]1)=[O:25].[C:41](=[O:42])([OH:43])[O-:44].[CH2:26]([CH3:27])[NH:28][c:29]1[c:30]([N:35]2[CH2:36][CH2:37][NH:38][CH2:39][CH2:40]2)[n:31][cH:32][cH:33][cH:34]1.[CH3:1][c:2]1[cH:3][c:4]([C:5](=[O:6])[OH:7])[cH:8][c:9]([CH3:13])[c:10]1[O:11][CH3:12].[Cl:51][CH2:52][Cl:53].[Na+:45].[O:46]1[CH2:47][CH2:48][CH2:49][CH2:50]1>>[CH3:1][c:2]1[cH:3][c:4]([C:5](=[O:7])[N:38]2[CH2:37][CH2:36][N:35]([c:30]3[c:29]([NH:28][CH2:26][CH3:27])[cH:34][cH:33][cH:32][n:31]3)[CH2:40][CH2:39]2)[cH:8][c:9]([CH3:13])[c:10]1[O:11][CH3:12]. Starting materials: O=C(n1ccnc1)n1ccnc1, O=C([O-])O, CCNc1cccnc1N1CCNCC1, COc1c(C)cc(C(=O)O)cc1C, ClCCl, [Na+], C1CCOC1. Starting materials: [Br-], [Br-], [Br-], CC(=O)c1csc2ccccc12, C1CCOC1, O, C[N+](C)(C)c1ccccc1, C[N+](C)(C)c1ccccc1, C[N+](C)(C)c1ccccc1. RXN SMILES: [Br-:1].[Br-:2].[Br-:3].[C:34]([CH3:35])(=[O:36])[c:37]1[c:38]2[c:39]([s:40][cH:41]1)[cH:42][cH:43][cH:44][cH:45]2.[O:47]1[CH2:48][CH2:49][CH2:50][CH2:51]1.[OH2:46].[c:14]1([N+:15]([CH3:16])([CH3:17])[CH3:18])[cH:19][cH:20][cH:21][cH:22][cH:23]1.[c:24]1([N+:25]([CH3:26])([CH3:27])[CH3:28])[cH:29][cH:30][cH:31][cH:32][cH:33]1.[c:4]1([N+:5]([CH3:6])([CH3:7])[CH3:8])[cH:9][cH:10][cH:11][cH:12][cH:13]1>>[Br:1][CH2:35][C:34](=[O:36])[c:37]1[c:38]2[c:39]([s:40][cH:41]1)[cH:42][cH:43][cH:44][cH:45]2. Yields the product O=C(CBr)c1csc2ccccc12. Product: NOCCCC1CCCC1. As a reaction SMILES: [CH:13]1([CH2:18][CH2:19][CH2:20][OH:21])[CH2:14][CH2:15][CH2:16][CH2:17]1.[OH:1][N:2]1[C:3](=[O:4])[c:5]2[cH:6][cH:7][cH:8][cH:9][c:10]2[C:11]1=[O:12]>>[NH2:2][O:21][CH2:20][CH2:19][CH2:18][CH:13]1[CH2:14][CH2:15][CH2:16][CH2:17]1. Reactants: OCCCC1CCCC1, O=C1c2ccccc2C(=O)N1O.